Dataset: the Open Reaction Database (ORD), a public repository of structured organic reaction records. Task: describe an organic reaction: reactants, conditions, products, and yield The reactants are CN=C(NN)SC, I, NCc1ccccc1, O. The product is CNC(=NCc1ccccc1)NN, I. Reaction SMILES: [CH3:2][N:3]=[C:4]([NH:5][NH2:6])[S:7][CH3:8].[IH:1].[NH2:9][CH2:10][c:11]1[cH:12][cH:13][cH:14][cH:15][cH:16]1.[OH2:17]>>[CH3:2][NH:3][C:4]([NH:5][NH2:6])=[N:9][CH2:10][c:11]1[cH:12][cH:13][cH:14][cH:15][cH:16]1.[IH:1]. The reactants are C(=O)C=1C=C(C=CC1)C=CC(=O)OC(C)(C)C (tert-butyl 3-(3-formylphenyl)acrylate), [BH4-].[Na+] (sodium borohydride). Run in CO (methanol). Conditions: temperature 0 celsius, time 20 minute. Product: OCC=1C=C(C=CC1)C=CC(=O)OC(C)(C)C (tert-butyl 3-(3-hydroxymethylphenyl)acrylate). As a reaction SMILES: [CH:1]([C:3]1[CH:4]=[C:5]([CH:9]=[CH:10][C:11]([O:13][C:14]([CH3:17])([CH3:16])[CH3:15])=[O:12])[CH:6]=[CH:7][CH:8]=1)=[O:2].[BH4-].[Na+]>CO>[OH:2][CH2:1][C:3]1[CH:4]=[C:5]([CH:9]=[CH:10][C:11]([O:13][C:14]([CH3:17])([CH3:16])[CH3:15])=[O:12])[CH:6]=[CH:7][CH:8]=1 |f:1.2|. Reported procedure: A stirred solution of tert-butyl 3-(3-formylphenyl)acrylate (5 g) in methanol (150 mL) at 0° C. is treated with sodium borohydride (0.38 g) portionwise. After stirring at 0° C. for 20 minutes the reaction mixture is partitioned between ethyl acetate (200 mL) and water (100 mL). The organic phase is separated, dried over magnesium sulphate and evaporated to give tert-butyl 3-(3-hydroxymethylphenyl)acrylate which is dissolved in dry toluene (50 mL) and treated with tris(triphenylphosphine)rhodium(... Starting materials: COc1ccc(C(=O)Cl)cc1, ClCCl, Cc1c(NCC(N)C(=O)OC(C)(C)C)ncnc1N1CCC(c2ccc3c(n2)NCCC3)CC1, c1ccncc1. Product: COc1ccc(C(=O)C(CNc2ncnc(N3CCC(c4ccc5c(n4)NCCC5)CC3)c2C)C(=O)OC(C)(C)C)cc1. Reaction SMILES: [CH3:1][O:2][c:3]1[cH:4][cH:5][c:6]([C:7](=[O:8])[Cl:9])[cH:10][cH:11]1.[Cl:46][CH2:47][Cl:48].[NH2:12][CH:13]([C:14](=[O:15])[O:16][C:17]([CH3:18])([CH3:19])[CH3:20])[CH2:21][NH:22][c:23]1[n:24][cH:25][n:26][c:27]([N:30]2[CH2:31][CH2:32][CH:33]([c:36]3[n:37][c:38]4[c:43]([cH:44][cH:45]3)[CH2:42][CH2:41][CH2:40][NH:39]4)[CH2:34][CH2:35]2)[c:28]1[CH3:29].[cH:49]1[cH:50][cH:51][n:52][cH:53][cH:54]1>>[CH3:1][O:2][c:3]1[cH:4][cH:5][c:6]([C:7](=[O:8])[CH:13]([C:14](=[O:15])[O:16][C:17]([CH3:18])([CH3:19])[CH3:20])[CH2:21][NH:22][c:23]2[n:24][cH:25][n:26][c:27]([N:30]3[CH2:31][CH2:32][CH:33]([c:36]4[n:37][c:38]5[c:43]([cH:44][cH:45]4)[CH2:42][CH2:41][CH2:40][NH:39]5)[CH2:34][CH2:35]3)[c:28]2[CH3:29])[cH:10][cH:11]1. Procedure details: The title compound (0.14 g, 32%) was prepared by the general method of Example 402 from (±)-cis-5,6,7a,8,9,10,11,11a-octahydro-4H-pyrido[3′,4′:4,5]pyrrolo[3,2,1-ij]quinoline (0.25 g, 1.2 mmol), 1-(3-chloropropoxy)-4-fluorobezene (0.37 g, 2.0 mmol), KI (catalytic) and K2CO3 (0.28 g, 2.0 mmol) after chromatographic purification as a white amorphous solid. 1H NMR (CDCl3, 300 MHz) δ1.78-2.08 (m, 7H), 2.10-2.30 (m, 1H), 2.32-2.50 (m, 3H), 2.51-2.72 (m, 3H), 2.75-2.82 (m, 1H), 3.00-3.12 (m, 1H), 3.12-... Reactants: C1=CC=C2CCCN3C2=C1[C@@H]1[C@H]3CCNC1 ((±)-cis-5,6,7a,8,9,10,11,11a-octahydro-4H-pyrido[3′,4′:4,5]pyrrolo[3,2,1-ij]quinoline), ClCCCOC1=CC=C(C=C1)F (1-(3-chloropropoxy)-4-fluorobezene), C(=O)([O-])[O-].[K+].[K+] (K2CO3). Product: FC1=CC=C(C=C1)OCCCN1C[C@H]2[C@H](N3CCCC4=CC=CC2=C34)CC1 ((±)-cis-3-(5,6,8,9,11,11a-hexahydro-4H-pyrido[3′,4′:4,5]pyrrolo[3,2,1-ij]quinolin-10(7aH)-yl)propyl 4-fluorophenyl ether). Yield: 31.8%. RXN SMILES: [CH:1]1[C:10]2[C@H:11]3[CH2:16][NH:15][CH2:14][CH2:13][C@H:12]3[N:8]3[C:9]=2[C:4]([CH2:5][CH2:6][CH2:7]3)=[CH:3][CH:2]=1.Cl[CH2:18][CH2:19][CH2:20][O:21][C:22]1[CH:27]=[CH:26][C:25]([F:28])=[CH:24][CH:23]=1.C([O-])([O-])=O.[K+].[K+]>>[F:28][C:25]1[CH:26]=[CH:27][C:22]([O:21][CH2:20][CH2:19][CH2:18][N:15]2[CH2:14][CH2:13][C@H:12]3[N:8]4[C:9]5[C:4](=[CH:3][CH:2]=[CH:1][C:10]=5[C@H:11]3[CH2:16]2)[CH2:5][CH2:6][CH2:7]4)=[CH:23][CH:24]=1 |f:2.3.4|. Starting materials: C(C1=CC=CC=C1)N1C(N(CC1)C=1SC(=C(N1)C)C(=O)O)=O (2-(3-benzyl-2-oxoimidazolidin-1-yl)-4-methylthiazole-5-carboxylic acid), CC=1N=C(SC1C(=O)O)N1C(N(CC1)CCCC1=CC=CC=C1)=O (4-methyl-2-(2-oxo-3-(3-phenylpropyl)imidazolidin-1-yl)thiazole-5-carboxylic acid), NCC=1C=NC=CC1 (3-(aminomethyl)pyridine). Product: CC=1N=C(SC1C(=O)NCC=1C=NC=CC1)N1C(N(CC1)CCCC1=CC=CC=C1)=O (4-methyl-2-(2-oxo-3-(3-phenylpropyl)imidazolidin-1-yl)-N-(pyridin-3-ylmethyl)thiazole-5-carboxamide). The yield is 62.0%. As a reaction SMILES: C(N1CCN(C2SC(C(O)=O)=C(C)N=2)C1=O)C1C=CC=CC=1.[CH3:23][C:24]1[N:25]=[C:26]([N:32]2[CH2:36][CH2:35][N:34]([CH2:37][CH2:38][CH2:39][C:40]3[CH:45]=[CH:44][CH:43]=[CH:42][CH:41]=3)[C:33]2=[O:46])[S:27][C:28]=1[C:29]([OH:31])=O.[NH2:47][CH2:48][C:49]1[CH:50]=[N:51][CH:52]=[CH:53][CH:54]=1>>[CH3:23][C:24]1[N:25]=[C:26]([N:32]2[CH2:36][CH2:35][N:34]([CH2:37][CH2:38][CH2:39][C:40]3[CH:45]=[CH:44][CH:43]=[CH:42][CH:41]=3)[C:33]2=[O:46])[S:27][C:28]=1[C:29]([NH:47][CH2:48][C:49]1[CH:50]=[N:51][CH:52]=[CH:53][CH:54]=1)=[O:31]. Reported procedure: Following the procedure as describe in Example 9, making variations as required to replace 2-(3-benzyl-2-oxoimidazolidin-1-yl)-4-methylthiazole-5-carboxylic acid with 4-methyl-2-(2-oxo-3-(3-phenylpropyl)imidazolidin-1-yl)thiazole-5-carboxylic acid to react with 3-(aminomethyl)pyridine, the title compound was obtained as a white powder in 62% yield: mp 127-128° C. (ethyl acetate/hexanes); 1H NMR (300 MHz, CDCl3) δ 8.57 (s, 1H), 8.45 (d, J=4.2 Hz, 1H), 7.66 (d, J=7.5 Hz, 1H), 7.22-7.07 (m, 6H), 6.... The reactants are C(C)OC(=O)C=1C2=C(C(=NC1)O)C(=NN2)C (4-hydroxy-3-methyl-1H-pyrazolo[4,3-c]pyridine-7-carboxylic acid ethyl ester), P(=O)(Cl)(Cl)Cl (phosphorus oxychloride). Product: C(C)OC(=O)C=1C2=C(C(=NC1)Cl)C(=NN2)C (4-Chloro-3-methyl-1H-pyrazolo[4,3-c]pyridine-7-carboxylic acid ethyl ester). As a reaction SMILES: [CH2:1]([O:3][C:4]([C:6]1[C:7]2[NH:15][N:14]=[C:13]([CH3:16])[C:8]=2[C:9](O)=[N:10][CH:11]=1)=[O:5])[CH3:2].P(Cl)(Cl)([Cl:19])=O>>[CH2:1]([O:3][C:4]([C:6]1[C:7]2[NH:15][N:14]=[C:13]([CH3:16])[C:8]=2[C:9]([Cl:19])=[N:10][CH:11]=1)=[O:5])[CH3:2]. Reported procedure: 22.1 g. of 4-hydroxy-3-methyl-1H-pyrazolo[4,3-c]pyridine-7-carboxylic acid ethyl ester (0.1 mol.) and 100 ml. of phosphorus oxychloride are refluxed for 10 hours. After this time, the excess phosphorus oxychloride is removed by distillation. The oily residue is poured into 50 ml. of ice water. On neutralization with aqueous ammonia, 4-chloro-3-methyl-1H-pyrazolo[4,3-c]-pyridine-7-carboxylic acid ethyl ester crystallizes and is filtered. Recrystallization yields 12 g. (50%), m.p. 180°.